Dataset: the Open Reaction Database (ORD), a public repository of structured organic reaction records. Task: describe an organic reaction: reactants, conditions, products, and yield The reactants are COCCO, CCC(=O)NC1=C(Cl)C(=O)c2ccccc2C1=O, C1CCC2=NCCCN2CC1. Product: CCC(=O)NC1=C(OCCOC)C(=O)c2ccccc2C1=O. As a reaction SMILES: [CH3:30][O:31][CH2:32][CH2:33][OH:34].[Cl:12][C:13]1=[C:14]([NH:25][C:26]([CH2:27][CH3:28])=[O:29])[C:15](=[O:24])[c:16]2[cH:17][cH:18][cH:19][cH:20][c:21]2[C:22]1=[O:23].[N:1]12[CH2:2][CH2:3][CH2:4][N:5]=[C:6]1[CH2:7][CH2:8][CH2:9][CH2:10][CH2:11]2>>[C:13]1([O:34][CH2:33][CH2:32][O:31][CH3:30])=[C:14]([NH:25][C:26]([CH2:27][CH3:28])=[O:29])[C:15](=[O:24])[c:16]2[cH:17][cH:18][cH:19][cH:20][c:21]2[C:22]1=[O:23]. Reactants: FS(C=1C=C(C=CC1)NC(C)=O)(F)(F)(F)F (N-(3-pentafluorosulfanylphenyl)acetamide), [N+](=O)(O)[O-] (HNO3), ice. Run at temperature -40 celsius, time 15 minute. The product is [N+](=O)([O-])C1=C(C=C(C=C1)NC(C)=O)S(F)(F)(F)(F)F (N-(4-nitro-3-pentafluorosulfanylphenyl)acetamide), [N+](=O)([O-])C1=C(C=C(C=C1)S(F)(F)(F)(F)F)NC(C)=O (N-(2-nitro-5-pentafluorosulfanylphenyl)acetamide). Reaction SMILES: [F:1][S:2]([F:16])([F:15])([F:14])([F:13])[C:3]1[CH:4]=[C:5]([NH:9][C:10](=[O:12])[CH3:11])[CH:6]=[CH:7][CH:8]=1.[N+:17]([O-:20])([OH:19])=[O:18]>>[N+:17]([C:8]1[CH:7]=[CH:6][C:5]([NH:9][C:10](=[O:12])[CH3:11])=[CH:4][C:3]=1[S:2]([F:13])([F:14])([F:15])([F:16])[F:1])([O-:19])=[O:18].[N+:17]([C:6]1[CH:7]=[CH:8][C:3]([S:2]([F:16])([F:15])([F:1])([F:13])[F:14])=[CH:4][C:5]=1[NH:9][C:10](=[O:12])[CH3:11])([O-:20])=[O:18]. Procedure: 20.00 g of N-(3-pentafluorosulfanylphenyl)acetamide (preparation as in Tetrahedron 56, (2000) 3399) were dissolved in portions at from −35° C. to −40° C. in 100 ml of 90% HNO3. The mixture was stirred at −40° C. for 15 minutes, then poured onto 1 kg of ice and stirred at RT for 1 h. The product was then filtered, washed with water and dried under reduced pressure. Chromatography on silica gel using DIP afforded 3.61 g of N-(4-nitro-3-pentafluorosulfanylphenyl)acetamide as well as 17.00 g of N-(2...